Dataset: the Open Reaction Database (ORD), a public repository of structured organic reaction records. Task: describe an organic reaction: reactants, conditions, products, and yield Starting materials: ClCC(=O)C=1C=C2C(C(NC2=CC1)=O)(C)C (5-chloroacetyl-2,3-dihydro-3,3-dimethylindol-2-one), N1=CC=CC=C1 (pyridine). Run at temperature 85 celsius, time 1.6 hour. Yields the product [Cl-].CC1(C(NC2=CC=C(C=C12)C(C[N+]1=CC=CC=C1)=O)=O)C (1-[2-(2,3-dihydro-3,3-dimethyl-2-oxoindol-5-yl)-2-oxoethyl]pyridinium chloride). Reaction SMILES: [Cl:1][CH2:2][C:3]([C:5]1[CH:6]=[C:7]2[C:11](=[CH:12][CH:13]=1)[NH:10][C:9](=[O:14])[C:8]2([CH3:16])[CH3:15])=[O:4].[N:17]1[CH:22]=[CH:21][CH:20]=[CH:19][CH:18]=1>>[Cl-:1].[CH3:15][C:8]1([CH3:16])[C:7]2[C:11](=[CH:12][CH:13]=[C:5]([C:3](=[O:4])[CH2:2][N+:17]3[CH:22]=[CH:21][CH:20]=[CH:19][CH:18]=3)[CH:6]=2)[NH:10][C:9]1=[O:14] |f:2.3|. Procedure details: To 5-chloroacetyl-2,3-dihydro-3,3-dimethylindol-2-one (35 g) was added pyridine (140 ml) and the mixture was stirred to 1.6 hours at 85° C. After the mixture was cooled to ambient temperature, the crystal was collected by filtration and washed with pyridine and diethyl ether successively to give 1-[2-(2,3-dihydro-3,3-dimethyl-2-oxoindol-5-yl)-2-oxoethyl]pyridinium chloride (44.6 g).